From a dataset of the Open Reaction Database (ORD), a public repository of structured organic reaction records. describe an organic reaction: reactants, conditions, products, and yield Starting materials: [Al+3], CCN(C)CCCOc1ccc(C2(C#N)CCOCC2)cc1, [H-], [H-], [H-], [H-], [Li+], C1CCOC1. The product is CCN(C)CCCOc1ccc(C2(CN)CCOCC2)cc1. RXN SMILES: [Al+3:2].[CH2:7]([CH3:8])[N:9]([CH2:10][CH2:11][CH2:12][O:13][c:14]1[cH:15][cH:16][c:17]([C:20]2([C:26]#[N:27])[CH2:21][CH2:22][O:23][CH2:24][CH2:25]2)[cH:18][cH:19]1)[CH3:28].[H-:1].[H-:4].[H-:5].[H-:6].[Li+:3].[O:29]1[CH2:30][CH2:31][CH2:32][CH2:33]1>>[CH2:7]([CH3:8])[N:9]([CH2:10][CH2:11][CH2:12][O:13][c:14]1[cH:15][cH:16][c:17]([C:20]2([CH2:26][NH2:27])[CH2:21][CH2:22][O:23][CH2:24][CH2:25]2)[cH:18][cH:19]1)[CH3:28]. The reactants are [Li]CCCC (n-BuLi), C1(CC1)CO (Cyclopropylmethanol), C(C)OC(C(CC(C)C)C1=CC(=C(C=C1)[N+](=O)[O-])F)=O (2-(3-fluoro-4-nitro-phenyl)-4-methyl-pentanoic acid ethyl ester), C1(CC1)CO (cyclopropylmethanol), O (Water). Conditions: temperature 25 celsius, time 1 hour. The product is C1(CC1)COC(C(CC(C)C)C1=CC(=C(C=C1)[N+](=O)[O-])OCC1CC1)=O (2-(3-cyclopropylmethoxy-4-nitro-phenyl)-4-methyl-pentanoic acid cyclopropylmethyl ester). Isolated yield 93.0%. Reaction SMILES: [Li][CH2:2][CH2:3][CH2:4][CH3:5].C([O:8][C:9](=[O:25])[CH:10]([C:15]1[CH:20]=[CH:19][C:18]([N+:21]([O-:23])=[O:22])=[C:17](F)[CH:16]=1)[CH2:11][CH:12]([CH3:14])[CH3:13])C.O.[CH:27]1([CH2:30][OH:31])[CH2:29][CH2:28]1>>[CH:4]1([CH2:5][O:8][C:9](=[O:25])[CH:10]([C:15]2[CH:20]=[CH:19][C:18]([N+:21]([O-:23])=[O:22])=[C:17]([O:31][CH2:30][CH:27]3[CH2:29][CH2:28]3)[CH:16]=2)[CH2:11][CH:12]([CH3:13])[CH3:14])[CH2:2][CH2:3]1. Procedure details: Cyclopropylmethanol (80.0 g, 1.11 mol) was treated with n-BuLi (2.5 M in hexane, 9.1 g, 57 mL, 0.14 mol) at a temperature ranging from −15 to 0° C. The reaction mixture was stirred for 1 h at 25° C. Then, a solution of 2-(3-fluoro-4-nitro-phenyl)-4-methyl-pentanoic acid ethyl ester in cyclopropylmethanol (30 mL) was added at 25° C. and the reaction mixture was stirred for 16 h. Water (100 mL) was added and the reaction mixture was extracted with EtOAc (3×100 mL). The combined organic phases were...